This data is from the Open Reaction Database (ORD), a public repository of structured organic reaction records. The task is: describe an organic reaction: reactants, conditions, products, and yield Starting materials: N[C@@H](CCCNC(N)=N)C(=O)N[C@@H](C(C)C)C(=O)N[C@@H](CC1=CC=C(C=C1)OC(C)(C)C)C(=O)N[C@@H](CCCNC(N)=N)C(=O)N1[C@H](C(=O)OC(C)(C)C)CCC1.CC(=O)O.CC(=O)O.CC(=O)O (H-Arg-Val-Tyr(tBu)-Arg-Pro-OtBu triacetate). Solvent: FC(C(=O)O)(F)F (trifluoroacetic acid), C(C)S (ethyl mercaptan). Conditions: time 1 hour. Product: N[C@@H](CCCNC(N)=N)C(=O)N[C@@H](C(C)C)C(=O)N[C@@H](CC1=CC=C(C=C1)O)C(=O)N[C@@H](CCCNC(N)=N)C(=O)N1[C@H](C(=O)O)CCC1.CC(=O)O.CC(=O)O (H-Arg-Val-Tyr-Arg-Pro-OH diacetate). RXN SMILES: [NH2:1][C@H:2]([C:10]([NH:12][C@H:13]([C:17]([NH:19][C@H:20]([C:33]([NH:35][C@H:36]([C:44]([N:46]1[CH2:57][CH2:56][CH2:55][C@H:47]1[C:48]([O:50]C(C)(C)C)=[O:49])=[O:45])[CH2:37][CH2:38][CH2:39][NH:40][C:41](=[NH:43])[NH2:42])=[O:34])[CH2:21][C:22]1[CH:27]=[CH:26][C:25]([O:28]C(C)(C)C)=[CH:24][CH:23]=1)=[O:18])[CH:14]([CH3:16])[CH3:15])=[O:11])[CH2:3][CH2:4][CH2:5][NH:6][C:7](=[NH:9])[NH2:8].[CH3:58][C:59]([OH:61])=[O:60].[CH3:62][C:63]([OH:65])=[O:64].CC(O)=O>FC(F)(F)C(O)=O.C(S)C>[NH2:1][C@H:2]([C:10]([NH:12][C@H:13]([C:17]([NH:19][C@H:20]([C:33]([NH:35][C@H:36]([C:44]([N:46]1[CH2:57][CH2:56][CH2:55][C@H:47]1[C:48]([OH:50])=[O:49])=[O:45])[CH2:37][CH2:38][CH2:39][NH:40][C:41](=[NH:42])[NH2:43])=[O:34])[CH2:21][C:22]1[CH:27]=[CH:26][C:25]([OH:28])=[CH:24][CH:23]=1)=[O:18])[CH:14]([CH3:15])[CH3:16])=[O:11])[CH2:3][CH2:4][CH2:5][NH:6][C:7](=[NH:8])[NH2:9].[CH3:58][C:59]([OH:61])=[O:60].[CH3:62][C:63]([OH:65])=[O:64] |f:0.1.2.3,6.7.8|. Procedure: 670 mg of H-Arg-Val-Tyr(tBu)-Arg-Pro-OtBu triacetate are dissolved in a mixture of 10 ml of 90% trifluoroacetic acid and 1 ml of ethyl mercaptan. The solution is left to stand at room temperature for one hour, and is concentrated in vacuo. The residue is partitioned between water and tert.butyl methyl ether. The aqueous phase is stirred with a weakly basic ion exchanger (acetate form) until the pH has become 3.5-4.0. The ion exchanger is filtered off with suction, and the filtrate is freeze-drie... Reactants: CI, O=C1Cc2cc(OCc3cccc(F)c3)ccc2C=CN1, [H-], [Na+], C1CCOC1. Product: CN1C=Cc2ccc(OCc3cccc(F)c3)cc2CC1=O. As a reaction SMILES: [CH3:24][I:25].[F:1][c:2]1[cH:3][c:4]([CH2:5][O:6][c:7]2[cH:8][cH:9][c:10]3[c:11]([cH:18]2)[CH2:12][C:13](=[O:17])[NH:14][CH:15]=[CH:16]3)[cH:19][cH:20][cH:21]1.[H-:22].[Na+:23].[O:26]1[CH2:27][CH2:28][CH2:29][CH2:30]1>>[F:1][c:2]1[cH:3][c:4]([CH2:5][O:6][c:7]2[cH:8][cH:9][c:10]3[c:11]([cH:18]2)[CH2:12][C:13](=[O:17])[N:14]([CH3:24])[CH:15]=[CH:16]3)[cH:19][cH:20][cH:21]1. Reactants: C(C)(C)(C)C1=CC=C(COC2=CC=C(C=C2)CO)C=C1 ([4-(4-tert-Butyl-benzyloxy)-phenyl]-methanol), COC(COC1=C(C=C(C=C1)SCC1=CC=C(C=C1)OCC1=CC=C(C=C1)C(C)(C)C)C)=O ({4-[4-(4-tert-Butyl-benzyloxy)-benzylsulfanyl]-2-methyl-phenoxy}-acetic acid methyl ester), COC(COC1=C(C=C(C=C1)SCC1=CC=C(C=C1)OCC1=CC=C(C=C1)C(C)(C)C)C)=O ({4-[4-(4-tert-Butyl-benzyloxy)-benzylsulfanyl]-2-methyl-phenoxy}-acetic acid methyl ester). The product is C(C)(C)(C)C1=CC=C(COC2=CC=C(CSC3=CC(=C(OCC(=O)O)C=C3)C)C=C2)C=C1 ({4-[4-(4-tert-Butyl-benzyloxy)-benzylsulfanyl]-2-methyl-phenoxy}-acetic acid). Reaction SMILES: C(C1C=CC(COC2C=CC(CO)=CC=2)=CC=1)(C)(C)C.C[O:22][C:23](=[O:53])[CH2:24][O:25][C:26]1[CH:31]=[CH:30][C:29]([S:32][CH2:33][C:34]2[CH:39]=[CH:38][C:37]([O:40][CH2:41][C:42]3[CH:47]=[CH:46][C:45]([C:48]([CH3:51])([CH3:50])[CH3:49])=[CH:44][CH:43]=3)=[CH:36][CH:35]=2)=[CH:28][C:27]=1[CH3:52]>>[C:48]([C:45]1[CH:46]=[CH:47][C:42]([CH2:41][O:40][C:37]2[CH:38]=[CH:39][C:34]([CH2:33][S:32][C:29]3[CH:30]=[CH:31][C:26]([O:25][CH2:24][C:23]([OH:53])=[O:22])=[C:27]([CH3:52])[CH:28]=3)=[CH:35][CH:36]=2)=[CH:43][CH:44]=1)([CH3:51])([CH3:49])[CH3:50]. Reported procedure: The title compound was prepared in the manner analogous to Example 3B using 34A. MS m/z 253 (M-Cl). Step 3. Preparation of {4-[4-(4-tert-Butyl-benzyloxy)-benzylsulfanyl]-2-methyl-phenoxy}-acetic acid methyl ester (Compound 34C)